Dataset: the Open Reaction Database (ORD), a public repository of structured organic reaction records. Task: describe an organic reaction: reactants, conditions, products, and yield The reactants are N1=CNC2=C1CCC(C2)C(=O)OCC (ethyl 4,5,6,7-tetrahydrobenzimidazole-5-carboxylate), Cl (hydrochloric acid). Yields the product Cl.N1=CNC2=C1CCC(C2)C(=O)O (4,5,6,7-tetrahydrobenzimidazole-5-carboxylic acid hydro-chloride). As a reaction SMILES: [N:1]1[C:5]2[CH2:6][CH2:7][CH:8]([C:10]([O:12]CC)=[O:11])[CH2:9][C:4]=2[NH:3][CH:2]=1.[ClH:15]>>[ClH:15].[N:1]1[C:5]2[CH2:6][CH2:7][CH:8]([C:10]([OH:12])=[O:11])[CH2:9][C:4]=2[NH:3][CH:2]=1 |f:2.3|. Procedure details: An 84 g portion of ethyl 4,5,6,7-tetrahydrobenzimidazole-5-carboxylate was dissolved in 350 ml of 6N hydrochloric acid and heated under reflux for 2 hours. The reaction solution was concentrated under reduced pressure, and 200 ml of acetone was added to the residue and the precipitated crystals were collected by filtration and dried to obtain 69 g of 4,5,6,7-tetrahydrobenzimidazole-5-carboxylic acid hydro-chloride. A 54 g portion of this 4,5,6,7-tetrahydrobenzimidazole-5-carboxylic acid hydrochl... Reactants: CC1=C(C(=C(C=N1)CO)C=O)O (pyridoxal), CC1=C(C(=C(C=N1)CO)C=O)O (pyridoxal), CC1=NN(C(C1)=O)C1=CC=CC=C1 (3-methyl-1-phenyl-2-pyrazolin-5-one). The product is OC=1C(=NC=C(C1C=C1C=NN(C1=O)C1=CC=CC=C1)CO)C (4-(3-hydroxy-5-hydroxymethyl-2-methylpyridin-4-yl-methylene)-1-phenyl-2-pyrazolin-5-one), 1-(5-hydroxy-3-methyl-1-phenyl-1H-4-yl)-6-methyl-1,3-dihydrofuro[3,4-c]pyridin-7-ol. As a reaction SMILES: [CH3:1][C:2]1[N:7]=[CH:6][C:5]([CH2:8][OH:9])=[C:4]([CH:10]=O)[C:3]=1[OH:12].C[C:14]1[CH2:18][C:17](=[O:19])[N:16]([C:20]2[CH:25]=[CH:24][CH:23]=[CH:22][CH:21]=2)[N:15]=1>>[OH:12][C:3]1[C:2]([CH3:1])=[N:7][CH:6]=[C:5]([CH2:8][OH:9])[C:4]=1[CH:10]=[C:18]1[C:17](=[O:19])[N:16]([C:20]2[CH:21]=[CH:22][CH:23]=[CH:24][CH:25]=2)[N:15]=[CH:14]1. Procedure details: Provided that, the substituent introduced to methylene at 4-position are not always present stably depending on the variation. For example, when to introduce pyridoxal residue to methylen at 4-position, 3-methyl-1-phenyl-2-pyrazolin-5-one is reacted with pyridoxal, then actually obtain not 4-(3-hydroxy-5-hydroxymethyl-2-methylpyridin-4-yl-methylene)-1-phenyl-2-pyrazolin-5-one, but 1-(5-hydroxy-3-methyl-1-phenyl-1H-4-yl)-6-methyl-1,3-dihydrofuro[3,4-c]pyridin-7-ol. Starting materials: [Si](C)(C)(C(C)(C)C)OC=1C=C(C=CC1O[Si](C)(C)C(C)(C)C)C=CC=1C=C(C=CC1)C=CCCCCC(C)(O)C (8-(3-{2-[3,4-bis-(tert-butyldimethylsilanyloxy)phenyl]vinyl}phenyl)-2-methyloct-7-en-2-ol), [F-].C(CCC)[N+](CCCC)(CCCC)CCCC (tetrabutylammonium fluoride). Run in C1CCOC1 (THF). The product is OC(CCCCC=CC=1C=C(C=CC1)C=CC=1C=C(C(=CC1)O)O)(C)C (4-{2-[3-(7-Hydroxy-7-methyloct-1-enyl)phenyl]vinyl}-benzene-1,2-diol). RXN SMILES: [Si]([O:8][C:9]1[CH:10]=[C:11]([CH:23]=[CH:24][C:25]2[CH:26]=[C:27]([CH:31]=[CH:32][CH2:33][CH2:34][CH2:35][CH2:36][C:37]([CH3:40])([OH:39])[CH3:38])[CH:28]=[CH:29][CH:30]=2)[CH:12]=[CH:13][C:14]=1[O:15][Si](C(C)(C)C)(C)C)(C(C)(C)C)(C)C.[F-].C([N+](CCCC)(CCCC)CCCC)CCC>C1COCC1>[OH:39][C:37]([CH3:40])([CH3:38])[CH2:36][CH2:35][CH2:34][CH2:33][CH:32]=[CH:31][C:27]1[CH:26]=[C:25]([CH:24]=[CH:23][C:11]2[CH:10]=[C:9]([OH:8])[C:14]([OH:15])=[CH:13][CH:12]=2)[CH:30]=[CH:29][CH:28]=1 |f:1.2|. Reported procedure: In a manner similar to Example 3(i), by reacting 166 mg (0.286 mmol) of 8-(3-{2-[3,4-bis-(tert-butyldimethylsilanyloxy)phenyl]vinyl}phenyl)-2-methyloct-7-en-2-ol with 0.63 ml of tetrabutylammonium fluoride 1M/THF, after purification on a silica column (ethyl acetate 45-heptane 55), white crystals (m=65 mg; Y=64%) are obtained. m.p.=116-8° C.